describe an organic reaction: reactants, conditions, products, and yield From a dataset of the Open Reaction Database (ORD), a public repository of structured organic reaction records. Reactants: NC1=CC2=C(NC(=NS2(=O)=O)C=2C(N(C3=NC=CC=C3C2O)CCC(C)C)=O)C=C1 (3-(7-amino-1,1-dioxido-4H-1,2,4-benzothiadiazin-3-yl)-4-hydroxy-1-(3-methylbutyl)-1,8-naphthyridin-2(1H)-one), ClC=1SC(=CC1Cl)S(=O)(=O)Cl (2,3-dichlorothiophene-5-sulfonyl chloride). Run in C(C)(=O)OCC (ethyl acetate), N1=CC=CC=C1 (pyridine). Conditions: temperature 100 celsius. Product: ClC=1C=C(SC1Cl)S(=O)(=O)NC1=CC2=C(NC(=NS2(=O)=O)C=2C(N(C3=NC=CC=C3C2O)CCC(C)C)=O)C=C1 (4,5-dichloro-N-{3-[4-hydroxy-1-(3-methylbutyl)-2-oxo-1,2-dihydro-1,8-naphthyridin-3-yl]-1,1-dioxido-4H-1,2,4-benzothiadiazin-7-yl}thiophene-2-sulfonamide). Yield: 49.0%. RXN SMILES: [NH2:1][C:2]1[CH:30]=[CH:29][C:5]2[NH:6][C:7]([C:12]3[C:13](=[O:28])[N:14]([CH2:23][CH2:24][CH:25]([CH3:27])[CH3:26])[C:15]4[C:20]([C:21]=3[OH:22])=[CH:19][CH:18]=[CH:17][N:16]=4)=[N:8][S:9](=[O:11])(=[O:10])[C:4]=2[CH:3]=1.[Cl:31][C:32]1[S:33][C:34]([S:38](Cl)(=[O:40])=[O:39])=[CH:35][C:36]=1[Cl:37]>N1C=CC=CC=1.C(OCC)(=O)C>[Cl:37][C:36]1[CH:35]=[C:34]([S:38]([NH:1][C:2]2[CH:30]=[CH:29][C:5]3[NH:6][C:7]([C:12]4[C:13](=[O:28])[N:14]([CH2:23][CH2:24][CH:25]([CH3:27])[CH3:26])[C:15]5[C:20]([C:21]=4[OH:22])=[CH:19][CH:18]=[CH:17][N:16]=5)=[N:8][S:9](=[O:11])(=[O:10])[C:4]=3[CH:3]=2)(=[O:40])=[O:39])[S:33][C:32]=1[Cl:31]. Reported procedure: To the product of Example 205 (0.020 g, 0.047 mmol) in pyridine (0.2 mL) was added 2,3-dichlorothiophene-5-sulfonyl chloride (0.015 g, 0.056 mmol). The reaction mixture was heated in a microwave reactor at 100° C. for 15 minutes. The reaction was diluted with ethyl acetate (40 mL), washed with 1 N hydrochloric acid, water, and brine. The organic layer was dried over magnesium sulfate, filtered and concentrated. The residue was chromatographed on silica gel eluting with 99:1 dichloromethane:metha... Solvent: CN(C=O)C (N,N-dimethylformamide). Product: C1(=CC=CC=C1)C(OC1CCN(CC1)CCCCCCO)C1=CC=CC=C1 (4-(diphenylmethoxy)-1-piperidinehexanol). RXN SMILES: [C:1]1([CH:7]([C:15]2[CH:20]=[CH:19][CH:18]=[CH:17][CH:16]=2)[O:8][CH:9]2[CH2:14][CH2:13][NH:12][CH2:11][CH2:10]2)[CH:6]=[CH:5][CH:4]=[CH:3][CH:2]=1.Br[CH2:22][CH2:23][CH2:24][CH2:25][CH2:26][CH2:27][OH:28].[I-].[Na+].C(=O)([O-])[O-].[K+].[K+]>CN(C)C=O>[C:15]1([CH:7]([C:1]2[CH:2]=[CH:3][CH:4]=[CH:5][CH:6]=2)[O:8][CH:9]2[CH2:14][CH2:13][N:12]([CH2:22][CH2:23][CH2:24][CH2:25][CH2:26][CH2:27][OH:28])[CH2:11][CH2:10]2)[CH:16]=[CH:17][CH:18]=[CH:19][CH:20]=1 |f:2.3,4.5.6|. Run at temperature 100 celsius, time 1 hour. Procedure details: 1.00 g of 4-(diphenylmethoxy)piperidine was dissolved in 10 ml of N,N-dimethylformamide; 0.49 ml of 6-bromo-hexanol, 0.56 g of sodium iodide and 0.62 g of potassium carbonate were added, followed by stirring at 100° C. for 1 hour. Ice water was added, followed by extraction with ethyl ether; the extract was washed with saline and dried with magnesium sulfate. After the dry product was concentrated under reduced pressure, the residue was subjected to silica gel column chromatography and eluted wi... The reactants are BrCCCCCCO (6-bromo-hexanol), [I-].[Na+] (sodium iodide), C([O-])([O-])=O.[K+].[K+] (potassium carbonate), Ice water, C1(=CC=CC=C1)C(OC1CCNCC1)C1=CC=CC=C1 (4-(diphenylmethoxy)piperidine). Product: N#CC=C1CC(C#N)(CF)C1. Starting materials: CCOP(=O)(CC#N)OCC, CC(C)(C)[O-], N#CC1(CF)CC(=O)C1, [K+], C1CCOC1. RXN SMILES: [C:7](#[N:8])[CH2:9][P:10](=[O:11])([O:12][CH2:13][CH3:14])[O:15][CH2:16][CH3:17].[CH3:1][C:2]([CH3:3])([O-:4])[CH3:5].[F:18][CH2:19][C:20]1([C:25]#[N:26])[CH2:21][C:22](=[O:24])[CH2:23]1.[K+:6].[O:27]1[CH2:28][CH2:29][CH2:30][CH2:31]1>>[C:7](#[N:8])[CH:9]=[C:22]1[CH2:21][C:20]([CH2:19][F:18])([C:25]#[N:26])[CH2:23]1. The reactants are C(C)(=O)SC1/C(/CN(CC1)C(C(=O)C1CC1)C1=C(C=CC=C1)F)=C/C=1N=NN(C1)CCCCC(NO[Si](C)(C)C(C)(C)C)=O ((E)-4-(acetylsulfanyl)-3-[(1-{4-[N-(t-butyldimethylsilyloxy)carbamoyl]butyl}-1H-1,2,3-triazol-4-yl)methylidene]-1-[2-cyclopropyl-1-(2-fluorophenyl)-2-oxoethyl]piperidine), solution, Cl (hydrogen chloride). Run in ClCCl (dichloromethane), O1CCOCC1 (dioxane). Conditions: time 15 minute. The product is Cl.C(C)(=O)SC1/C(/CN(CC1)C(C(=O)C1CC1)C1=C(C=CC=C1)F)=C/C=1N=NN(C1)CCCCC(NO)=O ((E)-4-(acetylsulfanyl)-1-[2-cyclopropyl-1-(2-fluorophenyl)-2-oxoethyl]-3-({1-[4-(N-hydroxycarbamoyl)butyl]-1H-1,2,3-triazol-4-yl}methylidene)piperidine hydrochloride). Reaction SMILES: [C:1]([S:4][CH:5]1[CH2:10][CH2:9][N:8]([CH:11]([C:17]2[CH:22]=[CH:21][CH:20]=[CH:19][C:18]=2[F:23])[C:12]([CH:14]2[CH2:16][CH2:15]2)=[O:13])[CH2:7]/[C:6]/1=[CH:24]\[C:25]1[N:26]=[N:27][N:28]([CH2:30][CH2:31][CH2:32][CH2:33][C:34](=[O:44])[NH:35][O:36][Si](C(C)(C)C)(C)C)[CH:29]=1)(=[O:3])[CH3:2].[ClH:45]>ClCCl.O1CCOCC1>[ClH:45].[C:1]([S:4][CH:5]1[CH2:10][CH2:9][N:8]([CH:11]([C:17]2[CH:22]=[CH:21][CH:20]=[CH:19][C:18]=2[F:23])[C:12]([CH:14]2[CH2:16][CH2:15]2)=[O:13])[CH2:7]/[C:6]/1=[CH:24]\[C:25]1[N:26]=[N:27][N:28]([CH2:30][CH2:31][CH2:32][CH2:33][C:34](=[O:44])[NH:35][OH:36])[CH:29]=1)(=[O:3])[CH3:2] |f:4.5|. Procedure: To a solution of (E)-4-(acetylsulfanyl)-3-[(1-{4-[N-(t-butyldimethylsilyloxy)carbamoyl]butyl}-1H-1,2,3-triazol-4-yl)methylidene]-1-[2-cyclopropyl-1-(2-fluorophenyl)-2-oxoethyl]piperidine (148 mg) in dichloromethane (3 ml) was added 4N solution of hydrogen chloride in dioxane (230 μl) at 0° C. The resulting mixture was stirred at room temperature for 15 minutes. The solvent and excess hydrogen chloride were removed in vacuo, and the residue was purified by chromatography on silica gel using a mix... Reactants: COC1=CC2=C(C=C1OC)C1=C(CN(CC1)CCN1CCCCC1)C(O2)=O (1,2,3,4-tetrahydro-8,9-dimethoxy-3-(2-piperidinoethyl)-5H-[1]benzopyrano[3,4-c]pyridin-5-one), O (water). Solvent: Br (HBr). Product: OC1=CC2=C(C=C1O)C1=C(CN(CC1)CCN1CCCCC1)C(O2)=O (1,2,3,4-Tetrahydro-8,9-dihydroxy-3-(2-piperidinoethyl)-5H-[1]benzopyrano[3,4-c]pyridin-5-one). Reaction SMILES: C[O:2][C:3]1[C:8]([O:9]C)=[CH:7][C:6]2[C:11]3[CH2:16][CH2:15][N:14]([CH2:17][CH2:18][N:19]4[CH2:24][CH2:23][CH2:22][CH2:21][CH2:20]4)[CH2:13][C:12]=3[C:25](=[O:27])[O:26][C:5]=2[CH:4]=1.O>Br>[OH:2][C:3]1[C:8]([OH:9])=[CH:7][C:6]2[C:11]3[CH2:16][CH2:15][N:14]([CH2:17][CH2:18][N:19]4[CH2:20][CH2:21][CH2:22][CH2:23][CH2:24]4)[CH2:13][C:12]=3[C:25](=[O:27])[O:26][C:5]=2[CH:4]=1. Procedure: A solution of 4.7 g. of 1,2,3,4-tetrahydro-8,9-dimethoxy-3-(2-piperidinoethyl)-5H-[1]benzopyrano[3,4-c]pyridin-5-one in 70 cc of 48% HBr was refluxed for 17 hr and cooled. Precipitate was cryst from water affording 2.8 g of product; mp 291°-295° C. Reactants: FC1=CC=C(C=C1)CN(CCCN1C(C=2C(C1=O)=CC=CC2)=O)C(=O)OC(C)(C)C (N-[5-(p-fluorophenyl)-4-(tert-butoxycarbonyl)-4-azapentyl]phthalimide), O.NN (hydrazine monohydrate), ClCCl (dichloromethane). Run in CO (methanol). Yields the product NCCCN(C(OC(C)(C)C)=O)CC1=CC=C(C=C1)F (tert-Butyl N-(3-aminopropyl)-N-(p-fluorobenzyl)carbamate). Isolated yield 83.3%. RXN SMILES: [F:1][C:2]1[CH:7]=[CH:6][C:5]([CH2:8][N:9]([C:24]([O:26][C:27]([CH3:30])([CH3:29])[CH3:28])=[O:25])[CH2:10][CH2:11][CH2:12][N:13]2C(=O)C3=CC=CC=C3C2=O)=[CH:4][CH:3]=1.O.NN.ClCCl>CO>[NH2:13][CH2:12][CH2:11][CH2:10][N:9]([CH2:8][C:5]1[CH:4]=[CH:3][C:2]([F:1])=[CH:7][CH:6]=1)[C:24](=[O:25])[O:26][C:27]([CH3:30])([CH3:29])[CH3:28] |f:1.2|. Procedure details: To a solution of N-[5-(p-fluorophenyl)-4-(tert-butoxycarbonyl)-4-azapentyl]phthalimide (2.1 g, 5.1 mmol) in methanol (20 ml) was added hydrazine monohydrate (0.4 ml) and the mixture was heated under reflux for 3 hours. After cooling, to the reaction mixture was added dichloromethane (50 ml) and then washed with aqueous ammonia (50 ml×2). The organic layer was dried over anhydrous potassium carbonate and the solvent was distilled off under reduced pressure to give 1.2 g of the title compound as a... Starting materials: ClC1=CC=C(C=C1)C1N=C(NC1C1=CC=C(C=C1)Cl)C=1C=NC(=CC1OCC)OCC (4,5-bis-(4-chloro-phenyl)-2-(4,6-diethoxy-pyridin-3-yl)-4,5-dihydro-1H-imidazole), C(=O)(Cl)Cl (phosgene). Yields the product ClC1=CC=C(C=C1)C1N=C(N(C1C1=CC=C(C=C1)Cl)C(=O)Cl)C=1C=NC(=CC1OCC)OCC (4,5-bis-(4-chloro-phenyl)-2-(4,6-diethoxy-pyridin-3-yl)-4,5-dihydro-imidazole-1-carbonyl chloride). RXN SMILES: [Cl:1][C:2]1[CH:7]=[CH:6][C:5]([CH:8]2[CH:12]([C:13]3[CH:18]=[CH:17][C:16]([Cl:19])=[CH:15][CH:14]=3)[NH:11][C:10]([C:20]3[CH:21]=[N:22][C:23]([O:29][CH2:30][CH3:31])=[CH:24][C:25]=3[O:26][CH2:27][CH3:28])=[N:9]2)=[CH:4][CH:3]=1.[C:32](Cl)([Cl:34])=[O:33]>>[Cl:1][C:2]1[CH:3]=[CH:4][C:5]([CH:8]2[CH:12]([C:13]3[CH:14]=[CH:15][C:16]([Cl:19])=[CH:17][CH:18]=3)[N:11]([C:32]([Cl:34])=[O:33])[C:10]([C:20]3[CH:21]=[N:22][C:23]([O:29][CH2:30][CH3:31])=[CH:24][C:25]=3[O:26][CH2:27][CH3:28])=[N:9]2)=[CH:6][CH:7]=1. Reported procedure: Using the procedure as described in example 1, cis-4-[4,5-bis-(4-chloro-phenyl)-2-(4,6-diethoxy-pyridin-3-yl)-4,5-dihydro-1H-imidazole was reacted with phosgene to give cis-4-[4,5-bis-(4-chloro-phenyl)-2-(4,6-diethoxy-pyridin-3-yl)-4,5-dihydro-imidazole-1-carbonyl chloride. The carbonyl chloride was then coupled with 2-piperazinone (Alfa) to give cis-4-[4,5-bis-(4-chloro-phenyl)-2-(4,6-diethoxy-pyridin-3-yl)-4,5-dihydro-imidazole-1-carbonyl]-piperazin-2-one hydrochloride. Starting materials: BrC1=C(C=O)C(=CC=C1)Br (2,6-dibromobenzaldehyde), C(C)(C)(C)C=1C=C2C=NNC(C2=C(C1)F)=O (6-tert-butyl-8-fluoro-2H-phthalazin-1-one), C([O-])([O-])=O.[Cs+].[Cs+] (cesium carbonate), COC1=CC=NC2=C3N=CC=C(C3=CC=C12)OC (4,7-dimethoxy-1,10-phenanthroline). Reagents/catalysts: [Cu]I (copper(I) iodide). Solvent: O1CCOCC1 (dioxane). Run at temperature 100 celsius, time 16 hour. Product: BrC1=C(C=O)C(=CC=C1)N1C(C2=C(C=C(C=C2C=N1)C(C)(C)C)F)=O (2-Bromo-6-(6-tert-butyl-8-fluoro-1-oxo-1H-phthalazin-2-yl)-benzaldehyde). Yield: 43.8%. As a reaction SMILES: Br[C:2]1[CH:9]=[CH:8][CH:7]=[C:6]([Br:10])[C:3]=1[CH:4]=[O:5].[C:11]([C:15]1[CH:16]=[C:17]2[C:22](=[C:23]([F:25])[CH:24]=1)[C:21](=[O:26])[NH:20][N:19]=[CH:18]2)([CH3:14])([CH3:13])[CH3:12].C(=O)([O-])[O-].[Cs+].[Cs+].COC1C2C(=C3C(=CC=2)C(OC)=CC=N3)N=CC=1>[Cu]I.O1CCOCC1>[Br:10][C:6]1[CH:7]=[CH:8][CH:9]=[C:2]([N:20]2[N:19]=[CH:18][C:17]3[C:22](=[C:23]([F:25])[CH:24]=[C:15]([C:11]([CH3:12])([CH3:14])[CH3:13])[CH:16]=3)[C:21]2=[O:26])[C:3]=1[CH:4]=[O:5] |f:2.3.4|. Reported procedure: 1518 mg (5.75 mmol) of 2,6-dibromobenzaldehyde, 506 mg (2.30 mmol) of 6-tert-butyl-8-fluoro-2H-phthalazin-1-one, 1499 mg (4.60 mmol) of cesium carbonate, 42 mg (0.22 mmol) of copper(I) iodide, and 115 mg (0.479 mmol) of 4,7-dimethoxy-1,10-phenanthroline were weighed into a 20 mL reaction vial fitted with a stir bar and septum cap. Added 8 mL of anhydrous dioxane. Purged the reaction mixture with nitrogen for 15 min. Stirred at 100° C. for 16 h. Partitioned the reaction mixture between 25 ml, of ...